Dataset: the Open Reaction Database (ORD), a public repository of structured organic reaction records. Task: describe an organic reaction: reactants, conditions, products, and yield Reactants: C(=O)C=1C=CC=2N(C3=CC=C(C=C3SC2C1)C=O)C1=CC=C(C=C1)C (3,7-Diformyl-10-p-tolylphenothiazine), C1(=CC=CC=C1)C(C1=CC=CC=C1)P(OCC)(OCC)=O (diethyl diphenylmethylphosphonate), CO (methanol), CC(C)([O-])C.[K+] (potassium t-butoxide). The solvent is CN(C)C=O (DMF). Yields the product C1(=CC=CC=C1)C(=CC=1C=CC=2N(C3=CC=C(C=C3SC2C1)C=C(C1=CC=CC=C1)C1=CC=CC=C1)C1=CC=C(C=C1)C)C1=CC=CC=C1 (3,7-Bis(2',2'-diphenylvinyl)-10-p-tolylphenothiazine). Yield: 79.0%. Reaction SMILES: [CH:1]([C:3]1[CH:4]=[CH:5][C:6]2[N:7]([C:19]3[CH:24]=[CH:23][C:22]([CH3:25])=[CH:21][CH:20]=3)[C:8]3[C:13]([S:14][C:15]=2[CH:16]=1)=[CH:12][C:11]([CH:17]=O)=[CH:10][CH:9]=3)=O.[C:26]1([CH:32](P(=O)(OCC)OCC)[C:33]2[CH:38]=[CH:37][CH:36]=[CH:35][CH:34]=2)[CH:31]=[CH:30][CH:29]=[CH:28][CH:27]=1.[CH3:47][C:48]([CH3:51])([O-])[CH3:49].[K+].CO>CN(C=O)C>[C:33]1([C:32]([C:26]2[CH:27]=[CH:28][CH:29]=[CH:30][CH:31]=2)=[CH:1][C:3]2[CH:4]=[CH:5][C:6]3[N:7]([C:19]4[CH:24]=[CH:23][C:22]([CH3:25])=[CH:21][CH:20]=4)[C:8]4[C:13]([S:14][C:15]=3[CH:16]=2)=[CH:12][C:11]([CH:17]=[C:47]([C:3]2[CH:4]=[CH:5][CH:6]=[CH:15][CH:16]=2)[C:48]2[CH:51]=[CH:13][CH:8]=[CH:9][CH:49]=2)=[CH:10][CH:9]=4)[CH:34]=[CH:35][CH:36]=[CH:37][CH:38]=1 |f:2.3|. Reported procedure: In 20 ml of DMF were dissolved 2.0 g (5.8 mmol) of 3,7-diformyl-10-p-tolylphenothiazine (2b) and 4.0 g (13.2 mmol) of diethyl diphenylmethylphosphonate (3a). Thereto was gradually added 1.5 g (13.4 mmol) of potassium t-butoxide. After the mixture was reacted overnight, 10 ml of methanol was added thereto. The crystals precipitated were taken out by filtration, dissolved in chloroform, purified by silica gel column chromatography (toluene), and then recrystallized from a chloroform/hexane mixed s... Starting materials: ClC=1OC=C(N1)C(=O)OCC (ethyl 2-chlorooxazole-4-carboxylate), NC1=CC=CC=C1 (aniline). Product: ClC=1OC=C(N1)C(=O)NC1=CC=CC=C1 (2-chloro-N-phenyloxazole-4-carboxamide). As a reaction SMILES: [Cl:1][C:2]1[O:3][CH:4]=[C:5]([C:7]([O:9]CC)=O)[N:6]=1.[NH2:12][C:13]1[CH:18]=[CH:17][CH:16]=[CH:15][CH:14]=1>>[Cl:1][C:2]1[O:3][CH:4]=[C:5]([C:7]([NH:12][C:13]2[CH:18]=[CH:17][CH:16]=[CH:15][CH:14]=2)=[O:9])[N:6]=1. Procedure: Prepared from ethyl 2-chlorooxazole-4-carboxylate (45.4 mg, 0.258 mmol) and aniline (24 mg, 0.258 mmol) as described in Example 154A: 1H NMR (500 MHz, methanol-D4) δ ppm 7.13-7.18 (m, 1H), 7.32-7.38 (m, 2H), 7.65-7.71 (m, 2H), 8.53 (s, 1H). MS (APCI) m/z=223 (M+H)+.